Dataset: the Open Reaction Database (ORD), a public repository of structured organic reaction records. Task: describe an organic reaction: reactants, conditions, products, and yield Starting materials: C(O)([O-])=O.[Na+] (sodium hydrogen carbonate), COC=1C=C(N)C=CC1OC (3,4-Dimethoxyaniline), COC=1C=C2C(=CC=NC2=CC1OC)OC1=CC=C(C=C1)N (6,7-Dimethoxy-4-(4-aminophenoxy)quinoline), ClC(Cl)(OC(OC(Cl)(Cl)Cl)=O)Cl (triphosgene). Solvent: C1(=CC=CC=C1)C (toluene). Product: COC=1C=C(C=CC1OC)NC(=O)NC1=CC=C(C=C1)OC1=CC=NC2=CC(=C(C=C12)OC)OC (N-(3,4-Dimethoxyphenyl)-N'-{4-[(6,7-dimethoxy-4-quinolyl)oxy]phenyl}urea). The yield is 39.0%. RXN SMILES: [CH3:1][O:2][C:3]1[CH:4]=[C:5]([CH:7]=[CH:8][C:9]=1[O:10][CH3:11])[NH2:6].Cl[C:13](Cl)([O:15]C(=O)OC(Cl)(Cl)Cl)Cl.[CH3:24][O:25][C:26]1[CH:27]=[C:28]2[C:33](=[CH:34][C:35]=1[O:36][CH3:37])[N:32]=[CH:31][CH:30]=[C:29]2[O:38][C:39]1[CH:44]=[CH:43][C:42]([NH2:45])=[CH:41][CH:40]=1.C(=O)([O-])O.[Na+]>C1(C)C=CC=CC=1>[CH3:1][O:2][C:3]1[CH:4]=[C:5]([NH:6][C:13]([NH:45][C:42]2[CH:41]=[CH:40][C:39]([O:38][C:29]3[C:28]4[C:33](=[CH:34][C:35]([O:36][CH3:37])=[C:26]([O:25][CH3:24])[CH:27]=4)[N:32]=[CH:31][CH:30]=3)=[CH:44][CH:43]=2)=[O:15])[CH:7]=[CH:8][C:9]=1[O:10][CH3:11] |f:3.4|. Reported procedure: 3,4-Dimethoxyaniline (42 mg) was dissolved in toluene (5 ml), triphosgene (24 mg) was added, and the admixture was refluxed with heat for 22 minutes. 6,7-Dimethoxy-4-(4-aminophenoxy)quinoline (52 mg) was added, and the admixture was refluxed with heat for 18 minutes. After the addition of aqueous sodium hydrogen carbonate, the reaction mixture was extracted 2 times with ethyl acetate, and the organic layer was then washed with brine and dried with anhydrous sodium sulfate. The solvent was remove... Reactants: CCO, Oc1ccc(-c2coc(CCl)n2)cc1, [H-], [Na+], SCCOc1ccccc1. Product: Oc1ccc(-c2coc(CSCCOc3ccccc3)n2)cc1. RXN SMILES: [CH3:27][CH2:28][OH:29].[Cl:13][CH2:14][c:15]1[o:16][cH:17][c:18](-[c:20]2[cH:21][cH:22][c:23]([OH:26])[cH:24][cH:25]2)[n:19]1.[H-:1].[Na+:2].[O:3]([c:4]1[cH:5][cH:6][cH:7][cH:8][cH:9]1)[CH2:10][CH2:11][SH:12]>>[O:3]([c:4]1[cH:5][cH:6][cH:7][cH:8][cH:9]1)[CH2:10][CH2:11][S:12][CH2:14][c:15]1[o:16][cH:17][c:18](-[c:20]2[cH:21][cH:22][c:23]([OH:26])[cH:24][cH:25]2)[n:19]1. Reactants: CC(C)(C)OC(=O)N1CCNCC1, C1=CC(=NC(=C1)Cl)C(F)(F)F. The reagents and catalysts are CC(C)(C)[O-].[Na+], C1=CC=C(C=C1)P(C2=CC=CC=C2)C3=C(C4=CC=CC=C4C=C3)C5=C(C=CC6=CC=CC=C65)P(C7=CC=CC=C7)C8=CC=CC=C8, C1=CC=C(C=C1)/C=C/C(=O)/C=C/C2=CC=CC=C2.C1=CC=C(C=C1)/C=C/C(=O)/C=C/C2=CC=CC=C2.C1=CC=C(C=C1)/C=C/C(=O)/C=C/C2=CC=CC=C2.[Pd].[Pd]. Solvent: CC1=CC=CC=C1. Conditions: temperature 105 celsius. The product is CC(C)(C)OC(=O)N1CCN(CC1)C2=CC=CC(=N2)C(F)(F)F. Isolated yield 51.7%. Reported procedure: A 20 mL microwave vial was charged with 2-chloro-6-(trifluoromethyl)pyridine (860 mg, 4.74 mmol), rac-2,2'-Bis(diphenylphosphino)-1,1'-binaphthyl (295 mg, 0.47 mmol), Sodium tert-butoxide (546 mg, 5.68 mmol), tert-butyl piperazine-1-carboxylate (882 mg, 4.74 mmol) and a mixture of toluene (25 mL) and DMF (5 mL). The reaction mixture was degassed for 10 minutes with nitrogen, and then Tris(dibenzylideneacetone)dipalladium(0) (217 mg, 0.24 mmol) was added. The reaction mixture was stirred at 105°C... Reactants: O=CC(Cl)(Cl)Cl (chloral), 15g, C(C)(C)(C)C1=CC=CC=C1 (tert-butylbenzene), [Cl-].[Al+3].[Cl-].[Cl-] (aluminum chloride), 120g, C(C)(C)(C)C1=CC=CC=C1 (tert-butylbenzene), ( s ), ( s ), ( s ), ( s ), ( s ), Cl (HCl). The solvent is O (water). Reaction conditions: temperature 5 celsius. Yields the product C(C)(C)(C)C1=CC=C(C=C1)C(C(Cl)(Cl)Cl)O (1-p-tert-Butylphenyl-2,2,2-trichloroethanol). RXN SMILES: [O:1]=[CH:2][C:3]([Cl:6])([Cl:5])[Cl:4].[C:7]([C:11]1[CH:16]=[CH:15][CH:14]=[CH:13][CH:12]=1)([CH3:10])([CH3:9])[CH3:8].[Cl-].[Al+3].[Cl-].[Cl-].Cl>O>[C:7]([C:11]1[CH:16]=[CH:15][C:14]([CH:2]([OH:1])[C:3]([Cl:6])([Cl:5])[Cl:4])=[CH:13][CH:12]=1)([CH3:10])([CH3:9])[CH3:8] |f:2.3.4.5|. Procedure: A solution of 22 g (0.15 mole) of chloral and 15g of tert-butylbenzene was added in ten portions alternatively with 4.4g (0.03 mole) of aluminum chloride to a 120g portion of tert-butylbenzene with vigorous stirring at 5°C. The mixture was stirred at 20°C. for 0.5 hr. and again cooled to 5°C. before 40 ml of 6N HCl was added dropwise. The mixture was diluted with 20 ml of water and the organic products were extracted into ethyl ether (2 × 100 ml). The etheral solution was washed with 5% HCl, wat... Starting materials: C(C)OC(=O)C1(CCNCC1)CCOC (4-(2-methoxy-ethyl)-piperidine-4-carboxylic acid ethyl ester), FC1=CC(=C(C=C1)S(=O)(=O)Cl)C(F)(F)F (4-fluoro-2-trifluoromethyl-benzenesulfonyl chloride), C(C)C1=CC=C(N)C=C1 (4-ethyl-aniline). Product: C(C)C1=CC=C(C=C1)N1C(C2(CC1)CCN(CC2)S(=O)(=O)C2=C(C=C(C=C2)F)C(F)(F)F)=O (2-(4-Ethyl-phenyl)-8-(4-fluoro-2-trifluoromethyl-benzenesulfonyl)-2,8-diaza-spiro[4.5]decan-1-one). As a reaction SMILES: C(O[C:4]([C:6]1([CH2:12][CH2:13]OC)[CH2:11][CH2:10][NH:9][CH2:8][CH2:7]1)=[O:5])C.[F:16][C:17]1[CH:22]=[CH:21][C:20]([S:23](Cl)(=[O:25])=[O:24])=[C:19]([C:27]([F:30])([F:29])[F:28])[CH:18]=1.[CH2:31]([C:33]1[CH:39]=[CH:38][C:36]([NH2:37])=[CH:35][CH:34]=1)[CH3:32]>>[CH2:31]([C:33]1[CH:39]=[CH:38][C:36]([N:37]2[CH2:13][CH2:12][C:6]3([CH2:7][CH2:8][N:9]([S:23]([C:20]4[CH:21]=[CH:22][C:17]([F:16])=[CH:18][C:19]=4[C:27]([F:30])([F:29])[F:28])(=[O:25])=[O:24])[CH2:10][CH2:11]3)[C:4]2=[O:5])=[CH:35][CH:34]=1)[CH3:32]. Procedure: Off-white solid. MS (ESI): 485.15 (MH+). This example was prepared in analogy to example 1 step C) to D) from 4-(2-methoxy-ethyl)-piperidine-4-carboxylic acid ethyl ester (example 1 step B)), 4-fluoro-2-trifluoromethyl-benzenesulfonyl chloride and 4-ethyl-aniline. Reactants: CCOc1cc(C(C)(C)C)ncc1C1=NC(C)(c2ccc(Cl)cc2)C(C)(c2ccc(Cl)cc2)N1C(=O)Cl, Cl, OCC(O)CCN1CCNCC1. Yields the product CCOc1cc(C(C)(C)C)ncc1C1=NC(C)(c2ccc(Cl)cc2)C(C)(c2ccc(Cl)cc2)N1C(=O)N1CCN(CCC(O)CO)CC1. RXN SMILES: [C:1]([CH3:2])([CH3:3])([CH3:4])[c:5]1[cH:6][c:7]([O:35][CH2:36][CH3:37])[c:8]([C:11]2=[N:15][C:14]([CH3:16])([c:17]3[cH:18][cH:19][c:20]([Cl:23])[cH:21][cH:22]3)[C:13]([CH3:24])([c:25]3[cH:26][cH:27][c:28]([Cl:31])[cH:29][cH:30]3)[N:12]2[C:32](=[O:33])[Cl:34])[cH:9][n:10]1.[ClH:38].[N:39]1([CH2:45][CH2:46][CH:47]([CH2:48][OH:49])[OH:50])[CH2:40][CH2:41][NH:42][CH2:43][CH2:44]1>>[C:1]([CH3:2])([CH3:3])([CH3:4])[c:5]1[cH:6][c:7]([O:35][CH2:36][CH3:37])[c:8]([C:11]2=[N:15][C:14]([CH3:16])([c:17]3[cH:18][cH:19][c:20]([Cl:23])[cH:21][cH:22]3)[C:13]([CH3:24])([c:25]3[cH:26][cH:27][c:28]([Cl:31])[cH:29][cH:30]3)[N:12]2[C:32](=[O:33])[N:42]2[CH2:41][CH2:40][N:39]([CH2:45][CH2:46][CH:47]([CH2:48][OH:49])[OH:50])[CH2:44][CH2:43]2)[cH:9][n:10]1. Starting materials: Cc1cc(C(=O)O)cc(Cl)n1, CC(C)Nc1ccccc1. Reagents/catalysts: COC1=NC(=NC(=N1)Cl)OC (CDMT), CN1CCOCC1 (NMM). Run in CN(C)C=O (DMF), CN(C)C=O (DMF), CN(C)C=O (DMF), CN(C)C=O (DMF), CN(C)C=O (DMF), CN(C)C=O (DMF). Reaction conditions: temperature 25 celsius, time 2 hour. The product is Cc1cc(C(=O)N(c2ccccc2)C(C)C)cc(Cl)n1. The yield is 17.0%. As a reaction SMILES: CC(C)Nc1ccccc1.Cc1cc(C(=O)O)cc(Cl)n1.COC1=NC(=NC(=N1)Cl)OC.CN1CCOCC1.CN(C)C=O>>Cc1cc(C(=O)N(c2ccccc2)C(C)C)cc(Cl)n1. The reactants are C1(CC=CCC1)C(=O)O (3-cyclohexenecarboxylic acid). Solvent: C(C)(=O)OCC (ethyl acetate). The product is C1(=CC=CC=C1)C=1C[C@@H](CCC1)C(=O)O ((R)-3-phenyl-3-cyclohexenecarboxvlic acid). Reaction SMILES: [CH:1]1([C:7]([OH:9])=[O:8])[CH2:6][CH2:5][CH:4]=[CH:3][CH2:2]1>C(OCC)(=O)C>[C:1]1([C:3]2[CH2:2][C@H:1]([C:7]([OH:9])=[O:8])[CH2:6][CH2:5][CH:4]=2)[CH:6]=[CH:5][CH:4]=[CH:3][CH:2]=1. Reported procedure: 3-Phenyl-3-cyclohexenecarboxylic acid (8.1 g, Step C) is dissolved in 2-butanone (20 mL) and (S)-α-methylbenzylamine (4.85 g) in 2-butanone (10 mL) added. The salt precipitates and more 2-butanone (200 mL) is added and the mixture heated to dissolve the salt. The salt recrystallizes on cooling to 25° C. and it is collected and dried to give 10.02 g of the salt. The salt is recrystallized 5 times from 2-butanone to give 3.14 g of a white powder. The powder is slurried in ethyl acetate and washed ...